From a dataset of the Open Reaction Database (ORD), a public repository of structured organic reaction records. describe an organic reaction: reactants, conditions, products, and yield Starting materials: ClC(C(=O)OCC)CC1=C(C=C(C(=C1)N1C(C=2C(C1=O)=CC=CC2)=O)F)Cl (ethyl 2-chloro-3-(2-chloro-4-fluoro-5-phthalimidophenyl)propionate), C1CCC2=NCCCN2CC1 (1,8-diazabicyclo[5.4.0]-7-undecene), O (Water). Run in O1CCCC1 (tetrahydofuran). Run at time 1.5 hour. The product is ClC1=C(C=C(C(=C1)F)N1C(C=2C(C1=O)=CC=CC2)=O)C=CC(=O)OCC (Ethyl 3-(2-Chloro-4-fluoro-5-phthalimidophenyl)acrylate). Yield: 69.6%. As a reaction SMILES: Cl[CH:2]([CH2:8][C:9]1[CH:14]=[C:13]([N:15]2[C:19](=[O:20])[C:18]3=[CH:21][CH:22]=[CH:23][CH:24]=[C:17]3[C:16]2=[O:25])[C:12]([F:26])=[CH:11][C:10]=1[Cl:27])[C:3]([O:5][CH2:6][CH3:7])=[O:4].C1CCN2C(=NCCC2)CC1.O>O1CCCC1>[Cl:27][C:10]1[CH:11]=[C:12]([F:26])[C:13]([N:15]2[C:19](=[O:20])[C:18]3=[CH:21][CH:22]=[CH:23][CH:24]=[C:17]3[C:16]2=[O:25])=[CH:14][C:9]=1[CH:8]=[CH:2][C:3]([O:5][CH2:6][CH3:7])=[O:4]. Procedure: In 20 ml of tetrahydofuran was dissolved 1.23 g of ethyl 2-chloro-3-(2-chloro-4-fluoro-5-phthalimidophenyl)propionate, and 0.69 g of 1,8-diazabicyclo[5.4.0]-7-undecene was slowly added thereto dropwise. After the addition, the stirring was continued at room temperature for 1.5 hours. Water was added to the reaction mixture, followed by extraction with ethyl acetate. The organic layer was washed successively with water and a saturated aqueous solution of sodium chloride and dried over anhydrous m...